describe an organic reaction: reactants, conditions, products, and yield From a dataset of the Open Reaction Database (ORD), a public repository of structured organic reaction records. Starting materials: C1(=CC=CC=C1)CSC1=C(C(=O)O)C=CC=C1 (2-[(phenylmethyl)thio]benzoic acid), S(=O)(Cl)Cl (thionyl chloride). RXN SMILES: [C:1]1([CH2:7][S:8][C:9]2[CH:17]=[CH:16][CH:15]=[CH:14][C:10]=2[C:11](O)=[O:12])[CH:6]=[CH:5][CH:4]=[CH:3][CH:2]=1.S(Cl)([Cl:20])=O>C1C=CC=CC=1>[C:1]1([CH2:7][S:8][C:9]2[CH:17]=[CH:16][CH:15]=[CH:14][C:10]=2[C:11]([Cl:20])=[O:12])[CH:6]=[CH:5][CH:4]=[CH:3][CH:2]=1. Isolated yield 94.1%. Solvent: C1=CC=CC=C1 (benzene). Reported procedure: A suspension of 100 g of 2-[(phenylmethyl)thio]benzoic acid and 97.6 g of thionyl chloride in 800 ml of benzene was refluxed for about three hours then evaporated to dryness under vacuum. The residue was triturated with hexane to yield 101.2 g of 2-[(phenylmethyl)thio]benzoyl chloride, m.p. 113° to 116° C. Product: C1(=CC=CC=C1)CSC1=C(C(=O)Cl)C=CC=C1 (2-[(phenylmethyl)thio]benzoyl chloride).